This data is from the Open Reaction Database (ORD), a public repository of structured organic reaction records. The task is: describe an organic reaction: reactants, conditions, products, and yield Starting materials: CC=1C(=NC=CC1)N (3-methyl-2-aminopyridine), OC1=CC=C(C=C1)C(CC)=O (p-Hydroxypropiophenone), BrCCCCl (1-bromo-3-chloropropane), C(CCC)NCCCC (dibutylamine), BrBr (bromine). Yield: 62.0%. RXN SMILES: [OH:1][C:2]1[CH:7]=[CH:6][C:5]([C:8](=O)[CH2:9][CH3:10])=[CH:4][CH:3]=1.Br[CH2:13][CH2:14][CH2:15]Cl.BrBr.[CH3:19][C:20]1[C:21]([NH2:26])=[N:22][CH:23]=[CH:24][CH:25]=1.[CH2:27]([NH:31][CH2:32][CH2:33][CH2:34][CH3:35])[CH2:28][CH2:29][CH3:30]>>[CH2:27]([N:31]([CH2:13][CH2:14][CH2:15][O:1][C:2]1[CH:7]=[CH:6][C:5]([C:8]2[N:26]=[C:21]3[C:20]([CH3:19])=[CH:25][CH:24]=[CH:23][N:22]3[C:9]=2[CH3:10])=[CH:4][CH:3]=1)[CH2:32][CH2:33][CH2:34][CH3:35])[CH2:28][CH2:29][CH3:30]. Procedure: p-Hydroxypropiophenone (50 g, 0.33 mmol) was reacted with 1-bromo-3-chloropropane and the resulting compound reacted with bromine as described in Example 1. The resulting compound was reacted with 3-methyl-2-aminopyridine (1.7 g, 16 mmol) and the product reacted with dibutylamine as described in Example 1 to produce 2.4 g. (62% yield) of the title compound as the HCl salt, mp 202° C. to 204° C. IR(KBr): 3420, 2620, 1650 1605cm-1. MS: 408 (M+). 1H NMR (CD3OD): δ8.58 (d, J=6.5 Hz, 1H), 7.85-7.71 (... Product: C(CCC)N(CCCC)CCCOC1=CC=C(C=C1)C=1N=C2N(C=CC=C2C)C1C (2-(4-Dibutylaminopropoxyphenyl)-3,8-dimethylimidazo[1,2-a]pyridine). The reactants are C1(=CC=C(C=C1)S(=O)(=O)N1CCN(CCNCC1)S(=O)(=O)C1=CC=C(C=C1)C)C (N,N′-bis(p-toluenesulfonyl)-1,4,7-triazacyclononane), C(C=1C(O)=CC=CC1)=O (salicylaldehyde). The reagents and catalysts are [H][H].O=[Pt]=O (H2 PtO2). Yields the product OC1=C(CN2CCN3CCNCCN(CC2)CC3)C=CC=C1 (4-(2-hydroxy-benzyl)-1,4,7,10-tetraazabicyclo[5.5.2]tetradecane). RXN SMILES: C1(C)C=CC(S([N:10]2[CH2:18][CH2:17][NH:16][CH2:15][CH2:14][N:13](S(C3C=CC(C)=CC=3)(=O)=O)[CH2:12][CH2:11]2)(=O)=O)=CC=1.[CH:30](=O)[C:31]1[C:32](=[CH:34][CH:35]=[CH:36][CH:37]=1)[OH:33]>[H][H].O=[Pt]=O>[OH:33][C:32]1[CH:34]=[CH:35][CH:36]=[CH:37][C:31]=1[CH2:30][N:16]1[CH2:15][CH2:14][N:13]2[CH2:12][CH2:11][N:10]([CH2:12][CH2:11][NH:10][CH2:18][CH2:17]2)[CH2:18][CH2:17]1 |f:2.3|. Procedure: From 1,4,7,10-tetrazabicyclo[5.5.2]tetradecane (1.1.20), salicylaldehyde (1.5 equivalents) and H2/PtO2.